From a dataset of the Open Reaction Database (ORD), a public repository of structured organic reaction records. describe an organic reaction: reactants, conditions, products, and yield Starting materials: [Li]C(C)(C)C, C1CCOC1, BrCC1CCCCC1, COc1ccc(F)cc1C(C)(C)CC(=O)N1CCOCC1. The product is COc1ccc(F)cc1C(C)(C)CC(=O)CC1CCCCC1. Reaction SMILES: [C:9]([Li:10])([CH3:11])([CH3:12])[CH3:13].[CH2:35]1[O:36][CH2:37][CH2:38][CH2:39]1.[CH:1]1([CH2:7][Br:8])[CH2:2][CH2:3][CH2:4][CH2:5][CH2:6]1.[F:14][c:15]1[cH:16][cH:17][c:18]([O:33][CH3:34])[c:19]([C:21]([CH2:22][C:23](=[O:24])[N:25]2[CH2:26][CH2:27][O:28][CH2:29][CH2:30]2)([CH3:31])[CH3:32])[cH:20]1>>[CH:1]1([CH2:7][C:23]([CH2:22][C:21]([c:19]2[c:18]([O:33][CH3:34])[cH:17][cH:16][c:15]([F:14])[cH:20]2)([CH3:31])[CH3:32])=[O:24])[CH2:2][CH2:3][CH2:4][CH2:5][CH2:6]1. The reactants are [N-]=[N+]=[N-].[Na+] (sodium azide), CS(=O)(=O)OCC1=C(C=CC=C1)N1N=C2C(=CN(C=3C=CC=CC23)CC2=CC=C(C=C2)N2N=CC=C2)C1=O ([2-(3-oxo-5-{[4-(1H-pyrazol-1-yl)phenyl]methyl}-3,5-dihydro-2H-pyrazolo[4,3-c]quinolin-2-yl)phenyl]methyl methanesulfonate), C([O-])(O)=O.[Na+] (sodium bicarbonate). Solvent: CS(=O)C (dimethyl sulfoxide). Conditions: time 45 minute. The product is N(=[N+]=[N-])CC1=C(C=CC=C1)N1N=C2C(=CN(C=3C=CC=CC23)CC2=CC=C(C=C2)N2N=CC=C2)C1=O (2-[2-(azidomethyl)phenyl]-5-{[4-(1H-pyrazol-1-yl)phenyl]methyl}-2,5-dihydro-3H-pyrazolo[4,3-c]quinolin-3-one). Reaction SMILES: CS(O[CH2:6][C:7]1[CH:12]=[CH:11][CH:10]=[CH:9][C:8]=1[N:13]1[C:37](=[O:38])[C:16]2=[CH:17][N:18]([CH2:25][C:26]3[CH:31]=[CH:30][C:29]([N:32]4[CH:36]=[CH:35][CH:34]=[N:33]4)=[CH:28][CH:27]=3)[C:19]3[CH:20]=[CH:21][CH:22]=[CH:23][C:24]=3[C:15]2=[N:14]1)(=O)=O.[N-:39]=[N+:40]=[N-:41].[Na+].C(=O)(O)[O-].[Na+]>CS(C)=O>[N:39]([CH2:6][C:7]1[CH:12]=[CH:11][CH:10]=[CH:9][C:8]=1[N:13]1[C:37](=[O:38])[C:16]2=[CH:17][N:18]([CH2:25][C:26]3[CH:31]=[CH:30][C:29]([N:32]4[CH:36]=[CH:35][CH:34]=[N:33]4)=[CH:28][CH:27]=3)[C:19]3[CH:20]=[CH:21][CH:22]=[CH:23][C:24]=3[C:15]2=[N:14]1)=[N+:40]=[N-:41] |f:1.2,3.4|. Reported procedure: [2-(3-oxo-5-{[4-(1H-pyrazol-1-yl)phenyl]methyl}-3,5-dihydro-2H-pyrazolo[4,3-c]quinolin-2-yl)phenyl]methyl methanesulfonate (0.21 g, 0.51 mmol) was dissolved in dimethyl sulfoxide (10 mL) and treated with sodium azide (0.33 g, 5.1 mmol, 10 equiv). The mixture was stirred for 45 minutes at ambient temperature and then placed into a preheated oil bath at 80° C. for 1 hour. The mixture was cooled to ambient temperature, poured into sodium bicarbonate (100 mL, aqueous saturated) and extracted with et...